From a dataset of the Open Reaction Database (ORD), a public repository of structured organic reaction records. describe an organic reaction: reactants, conditions, products, and yield Starting materials: C1(CCCCC1)N(C(=O)NC=1SC(=CN1)C=O)C1CCCCC1 (1,1-dicyclohexyl-3-(5-formyl-thiazol-2-yl)-urea), Cl.CN(S(=O)(=O)N1CCNCC1)C (piperazine-1-sulfonic acid dimethyl amide hydrochloride), C(C)(=O)O[BH-](OC(C)=O)OC(C)=O.[Na+] (sodium triacetoxyborohydride). Reaction SMILES: [CH:1]1([N:7]([CH:18]2[CH2:23][CH2:22][CH2:21][CH2:20][CH2:19]2)[C:8]([NH:10][C:11]2[S:12][C:13]([CH:16]=O)=[CH:14][N:15]=2)=[O:9])[CH2:6][CH2:5][CH2:4][CH2:3][CH2:2]1.Cl.[CH3:25][N:26]([CH3:36])[S:27]([N:30]1[CH2:35][CH2:34][NH:33][CH2:32][CH2:31]1)(=[O:29])=[O:28].C(O[BH-](OC(=O)C)OC(=O)C)(=O)C.[Na+]>>[CH3:25][N:26]([CH3:36])[S:27]([N:30]1[CH2:35][CH2:34][N:33]([CH2:16][C:13]2[S:12][C:11]([NH:10][C:8]([N:7]([CH:18]3[CH2:23][CH2:22][CH2:21][CH2:20][CH2:19]3)[CH:1]3[CH2:6][CH2:5][CH2:4][CH2:3][CH2:2]3)=[O:9])=[N:15][CH:14]=2)[CH2:32][CH2:31]1)(=[O:28])=[O:29] |f:1.2,3.4|. Isolated yield 42.1%. The product is CN(S(=O)(=O)N1CCN(CC1)CC1=CN=C(S1)NC(=O)N(C1CCCCC1)C1CCCCC1)C (4-[2-(3,3-Dicyclohexyl-ureido)-thiazol-5-ylmethyl]-piperazine-1-sulfonic acid dimethylamide). Reported procedure: Prepared as described in general procedure (P) using 1,1-dicyclohexyl-3-(5-formyl-thiazol-2-yl)-urea (84 mg, 0.25 mmol), piperazine-1-sulfonic acid dimethyl amide hydrochloride (115 mg, 0.50 mmol) and sodium triacetoxyborohydride (70 mg, 0.33 mmol) to afford 54 mg (42%) of the desired product after purification. Reactants: CC(C)(C)OC(=O)N1CC(O)CC1C(=O)O, C=CCBr, [H-], [Na+], C1CCOC1. The product is C=CCOC1CC(C(=O)O)N(C(=O)OC(C)(C)C)C1. RXN SMILES: [C:1]([CH3:2])([CH3:3])([CH3:4])[O:5][C:6](=[O:7])[N:8]1[CH:9]([C:10](=[O:11])[OH:12])[CH2:13][CH:14]([OH:15])[CH2:16]1.[CH2:19]([CH:20]=[CH2:21])[Br:22].[H-:17].[Na+:18].[O:23]1[CH2:24][CH2:25][CH2:26][CH2:27]1>>[C:1]([CH3:2])([CH3:3])([CH3:4])[O:5][C:6](=[O:7])[N:8]1[CH:9]([C:10](=[O:11])[OH:12])[CH2:13][CH:14]([O:15][CH2:21][CH:20]=[CH2:19])[CH2:16]1. Isolated yield 54.3%. Product: NCC=1N(C(C=C(N1)C1=NC=NC=C1)=O)C (2-Aminomethyl-1-methyl-1H-[4,4]bipyrimidinyl-6-one). Solvent: C(C)O (ethanol). Procedure details: To a solution of 5.3 g (15.26 mmol) of 2-(1-Methyl-6-oxo-1,6-dihydro-[4,4]bipyrimidinyl-2-ylmethyl)-isoindole-1,3-dione in 40 ml of ethanol was added 2.37 mL (76.30 mmol) of hydrazine hydrate and the resulting mixture was heated under reflux for 3 h. The mixture was filtered and the solid obtained was triturated with dichloromethane for 24 h, filtered, and the resulting filtrates were evaporated to dryness, the residue was triturated with diethyl ether and filtered to give 1.8 g of pure compound... RXN SMILES: [CH3:1][N:2]1[C:7](=[O:8])[CH:6]=[C:5]([C:9]2[CH:14]=[CH:13][N:12]=[CH:11][N:10]=2)[N:4]=[C:3]1[CH2:15][N:16]1C(=O)C2C(=CC=CC=2)C1=O.O.NN>C(O)C>[NH2:16][CH2:15][C:3]1[N:2]([CH3:1])[C:7](=[O:8])[CH:6]=[C:5]([C:9]2[CH:14]=[CH:13][N:12]=[CH:11][N:10]=2)[N:4]=1 |f:1.2|. Reactants: CN1C(=NC(=CC1=O)C1=NC=NC=C1)CN1C(C2=CC=CC=C2C1=O)=O (2-(1-Methyl-6-oxo-1,6-dihydro-[4,4]bipyrimidinyl-2-ylmethyl)-isoindole-1,3-dione), O.NN (hydrazine hydrate).